Dataset: the Open Reaction Database (ORD), a public repository of structured organic reaction records. Task: describe an organic reaction: reactants, conditions, products, and yield Starting materials: [H-].[Na+] (sodium hydride), CN1C=C(C2=CC=CC=C12)C(N)=NO (1-Methyl-1H-indole-3-carboxamide oxime), ethyl-4-N-methylbutylaminobutyrate. Run in C1CCOC1 (THF), C1CCOC1 (THF). Reaction conditions: time 6 hour. The product is CN(CCCC1=NC(=NO1)C1=CN(C2=CC=CC=C12)C)CCCC (5-[3-(N-Methylbutylamino)propyl]-3-[1-methyl-1H-indol-3-yl]-1,2,4-oxadiazole). Isolated yield 111.9%. RXN SMILES: [CH3:1][N:2]1[C:10]2[C:5](=[CH:6][CH:7]=[CH:8][CH:9]=2)[C:4]([C:11](=[N:13][OH:14])[NH2:12])=[CH:3]1.[H-].[Na+]>C1COCC1>[CH3:1][N:2]([CH2:10][CH2:9][CH2:8][CH3:7])[CH2:3][CH2:4][CH2:5][C:6]1[O:14][N:13]=[C:11]([C:4]2[C:5]3[C:10](=[CH:9][CH:8]=[CH:7][CH:6]=3)[N:2]([CH3:1])[CH:3]=2)[N:12]=1 |f:1.2|. Reported procedure: 1-Methyl-1H-indole-3-carboxamide oxime (C. J. Swain et al, J.Med. Chem, 1991, 34, 147)(0.250 g, 1.33 mmol) was dissolved in dry THF (8 ml) with stirring and treated with ground 4A° molecular sieves (1 g), under nitrogen. After 30 minutes sodium hydride (80% dispersion in mineral oil) (0.044 g, 1.46 mmol) was added. The mixture was then heated to reflux, after 30 minutes, the mixture was allowed to cool momentarily, and a solution of ethyl-4-N-methylbutylaminobutyrate (0.293 g, 1.46 mmol) in dry ... Starting materials: COc1ccccc1Br, NC(=O)NCc1ccccc1, CNCCNC, [Cu]I, [K+], [K+], [K+], C1COCCO1, O=P([O-])([O-])[O-]. Yields the product COc1ccccc1NC(=O)NCc1ccccc1. Reaction SMILES: [Br:20][c:21]1[c:22]([O:27][CH3:28])[cH:23][cH:24][cH:25][cH:26]1.[CH2:9]([c:10]1[cH:11][cH:12][cH:13][cH:14][cH:15]1)[NH:16][C:17](=[O:18])[NH2:19].[CH3:29][NH:30][CH2:31][CH2:32][NH:33][CH3:34].[Cu:35][I:36].[K+:6].[K+:7].[K+:8].[O:37]1[CH2:38][CH2:39][O:40][CH2:41][CH2:42]1.[P:1]([O-:2])([O-:3])([O-:4])=[O:5]>>[CH2:9]([c:10]1[cH:11][cH:12][cH:13][cH:14][cH:15]1)[NH:16][C:17](=[O:18])[NH:19][c:21]1[c:22]([O:27][CH3:28])[cH:23][cH:24][cH:25][cH:26]1. The product is ClC1=C(C(=NC2=CC(=CC(=C12)F)F)N1C(CCCC1)=O)CC (1-(4-chloro-3-ethyl-5,7-difluoroquinolin-2-yl)piperidin-2-one). Reaction SMILES: Cl[C:2]1[C:11]([CH2:12][CH3:13])=[C:10]([Cl:14])[C:9]2[C:4](=[CH:5][C:6]([F:16])=[CH:7][C:8]=2[F:15])[N:3]=1.[NH:17]1[CH2:22][CH2:21][CH2:20][CH2:19][C:18]1=[O:23]>>[Cl:14][C:10]1[C:9]2[C:4](=[CH:5][C:6]([F:16])=[CH:7][C:8]=2[F:15])[N:3]=[C:2]([N:17]2[CH2:22][CH2:21][CH2:20][CH2:19][C:18]2=[O:23])[C:11]=1[CH2:12][CH3:13]. Reactants: ClC1=NC2=CC(=CC(=C2C(=C1CC)Cl)F)F (2,4-dichloro-5,7-difluoro-3-ethylquinoline), N1C(CCCC1)=O (piperidin-2-one). Procedure: Prepared according to Procedure I using 2,4-dichloro-5,7-difluoro-3-ethylquinoline (400 mg, 1.50 mmol) and piperidin-2-one to give 1-(4-chloro-3-ethyl-5,7-difluoroquinolin-2-yl)piperidin-2-one. Mass Spectrum (ESI) m/e=325.1 (M+1). The reactants are FC1=CC=C(C=C1)C1=C(C=C(S1)C(=O)N)C1=CC=C(C=C1)S(=O)(=O)C (5-(4-fluorophenyl)-4-[4-(methylsulfonyl)phenyl]thiophene-2-carboxamide), CS(=O)(=O)Cl (methanesulfonyl chloride). The solvent is N1=CC=CC=C1 (pyridine). Run at temperature 50 celsius, time 4 hour. Product: FC1=CC=C(C=C1)C1=C(C=C(S1)C#N)C1=CC=C(C=C1)S(=O)(=O)C (5-(4-fluorophenyl)-4-[4-(methylsulfonyl)phenyl]thiophene-2-carbonitrile). The yield is 78.8%. RXN SMILES: [F:1][C:2]1[CH:7]=[CH:6][C:5]([C:8]2[S:12][C:11]([C:13]([NH2:15])=O)=[CH:10][C:9]=2[C:16]2[CH:21]=[CH:20][C:19]([S:22]([CH3:25])(=[O:24])=[O:23])=[CH:18][CH:17]=2)=[CH:4][CH:3]=1.CS(Cl)(=O)=O>N1C=CC=CC=1>[F:1][C:2]1[CH:3]=[CH:4][C:5]([C:8]2[S:12][C:11]([C:13]#[N:15])=[CH:10][C:9]=2[C:16]2[CH:21]=[CH:20][C:19]([S:22]([CH3:25])(=[O:24])=[O:23])=[CH:18][CH:17]=2)=[CH:6][CH:7]=1. Procedure details: A mixture of 5-(4-fluorophenyl)-4-[4-(methylsulfonyl)phenyl]thiophene-2-carboxamide (4.8 g) and methanesulfonyl chloride (8.8 g) in pyridine (25 ml) was stirred at 50° C. for 4 hours. The mixture was concentrated and the residue was triturated in dilute hydrochloric acid. The precipitates were collected and recrystallized from ethanol to give crystals of 5-(4-fluorophenyl)-4-[4-(methylsulfonyl)phenyl]thiophene-2-carbonitrile (3.6 g).